This data is from the Open Reaction Database (ORD), a public repository of structured organic reaction records. The task is: describe an organic reaction: reactants, conditions, products, and yield Starting materials: CC1(OCC(O1)CN)C ((2,2-dimethyl-1,3-dioxolan-4-yl)methylamine), CC(C)(C)[O-].[K+] (potassium tert-butylate), Br.BrC1C(NC(C(C1=O)Br)(C)C)(C)C (3,5-dibromo-2,2,6,6-tetramethylpiperidin-4-one hydrobromide). Run in C(C)(C)O (isopropanol). Run at time 1 hour. Product: CC1(OCC(O1)CN)C.CC1(NC(C=C1C(=O)O)(C)C)C (2,2,5,5-tetramethyl-3-pyrroline-3-carboxylic acid (2,2-dimethyl-1,3-dioxolan-4-ylmethyl)amine). Isolated yield 57.3%. Reaction SMILES: Br.Br[CH:3]1[C:8](=[O:9])[CH:7](Br)[C:6]([CH3:12])([CH3:11])[NH:5][C:4]1([CH3:14])[CH3:13].[CH3:15][C:16]1([CH3:23])[O:20][CH:19]([CH2:21][NH2:22])[CH2:18][O:17]1.CC([O-:28])(C)C.[K+]>C(O)(C)C>[CH3:15][C:16]1([CH3:23])[O:20][CH:19]([CH2:21][NH2:22])[CH2:18][O:17]1.[CH3:12][C:6]1([CH3:11])[C:7]([C:8]([OH:9])=[O:28])=[CH:14][C:4]([CH3:3])([CH3:13])[NH:5]1 |f:0.1,3.4,6.7|. Reported procedure: Under agitation, cooling between -5° and 0° C., and covering with argon, 68.94 g (175 mmol) of 3,5-dibromo-2,2,6,6-tetramethylpiperidin-4-one hydrobromide is added in portions to a solution of 22.93 g (175 mmol) of (2,2-dimethyl-1,3-dioxolan-4-yl)methylamine and 58.9 g (525 mmol) of potassium tert-butylate in 700 ml of isopropanol. A white paste is thus obtained which is stirred for one hour without cooling, suctioned off from the solid matter, and concentrated to dryness under vacuum. The resid... The reactants are N1C(CCC1)=O (2-pyrrolidinone), CC(C)(C)[O-].[K+] (t-BuOK), BrCC=1C=C(C=CC1)C1=C(SC(=C1)CC(C)C)S(=O)(=O)NC(C)(C)C (3-(3-bromomethylphenyl)-5-iso-butyl-N-tert-butylthiophene-2-sulfonamide). The solvent is CS(=O)C (DMSO), CS(=O)C (DMSO), C(Cl)Cl (CH2Cl2). Reaction conditions: time 1 hour. The product is N1(C(CCC1)=O)CC=1C=C(C=CC1)C1=C(SC(=C1)CC(C)C)S(=O)(=O)NC(C)(C)C (3-(3-Pyrrolidine-2-one-1-ylmethylphenyl)-5-iso-butyl-N-tert-butylthiophene-2-sulfonamide), syrup. The yield is 77.4%. Reaction SMILES: [NH:1]1[CH2:5][CH2:4][CH2:3][C:2]1=[O:6].CC([O-])(C)C.[K+].Br[CH2:14][C:15]1[CH:16]=[C:17]([C:21]2[CH:25]=[C:24]([CH2:26][CH:27]([CH3:29])[CH3:28])[S:23][C:22]=2[S:30]([NH:33][C:34]([CH3:37])([CH3:36])[CH3:35])(=[O:32])=[O:31])[CH:18]=[CH:19][CH:20]=1>CS(C)=O.C(Cl)Cl>[N:1]1([CH2:14][C:15]2[CH:16]=[C:17]([C:21]3[CH:25]=[C:24]([CH2:26][CH:27]([CH3:29])[CH3:28])[S:23][C:22]=3[S:30]([NH:33][C:34]([CH3:36])([CH3:35])[CH3:37])(=[O:31])=[O:32])[CH:18]=[CH:19][CH:20]=2)[CH2:5][CH2:4][CH2:3][C:2]1=[O:6] |f:1.2|. Procedure details: To a solution of 2-pyrrolidinone (26.5 mg, 0.312 mmol) in DMSO (1 mL) and t-BuOK (48.9 mg, 0.436 mmol), that had been stirred for 40 min at ambient temperature, was added a solution of 3-(3-bromomethylphenyl)-5-iso-butyl-N-tert-butylthiophene-2-sulfonamide (92.3 mg, 0.208 mmol; see Example 1(e)) in DMSO (1 mL) dropwise. The reaction mixture was stirred for 1 h at ambient temperature and then diluted with CH2Cl2 (15 mL). The organic layer was washed with water, dried (over anhydrous MgSO4), conce... The reactants are C1(=CC=C(C=C1)S(=O)(=O)O)C (para toluenesulphonic acid), CC1(C=NC2=CC=CC=C12)C.N1C(CC2=CC=CC=C12)=O (3,3-Dimethylindol 1,3-dihydro-2H-indol-2-one), [H-].[Na+] (Sodium hydride), ClCCOC1OCCCC1 (2-(2-Chloroethoxy)tetrahydro-2H-pyran), [I-].[Na+] (sodium iodide). The solvent is CN(C=O)C (dimethylformamide), O (Water). Run at temperature 75 celsius. Yields the product CC1(C(N(C2=CC=CC=C12)CCO)=O)C (3,3-dimethyl-1-(2-hydroxy-1-ethyl)indol-2(3H)-one). As a reaction SMILES: [CH3:1][C:2]1([CH3:11])[C:10]2[C:5](=[CH:6][CH:7]=[CH:8][CH:9]=2)[N:4]=[CH:3]1.N1C2C(=CC=CC=2)[CH2:14][C:13]1=[O:21].[H-].[Na+].ClCC[O:27]C1CCCCO1.[I-].[Na+].C1(C)C=CC(S(O)(=O)=O)=CC=1>CN(C)C=O.O>[CH3:1][C:2]1([CH3:11])[C:10]2[C:5](=[CH:6][CH:7]=[CH:8][CH:9]=2)[N:4]([CH2:14][CH2:13][OH:21])[C:3]1=[O:27] |f:0.1,2.3,5.6|. Reported procedure: 3,3-Dimethylindol-1,3-dihydro-2H-indol-2-one (6.3 g, 40 mmol) was dissolved in dry dimethylformamide under nitrogen at room temperature. Sodium hydride (60% dispersion in mineral oil, 1.8 g, 45 mmol) was added and the mixture was stirred until gas evolution ceased. 2-(2-Chloroethoxy)tetrahydro-2H-pyran (7.5 g, 42 mmol) and sodium iodide (0.6 g, 4 mmol) was added and the mixture was warmed to 75° C. for 15 hours. Water was added and the mixture was concentrated under reduced pressure. The residue...